Dataset: the Open Reaction Database (ORD), a public repository of structured organic reaction records. Task: describe an organic reaction: reactants, conditions, products, and yield Reactants: COC1=CC=C(C=C1)C(C)O (1-(4-methoxyphenyl)ethan-1-ol), COC1=C(C=CC=C1)O (2-methoxyphenol). Yields the product COC1=C(OCC(O)C2=CC=C(C=C2)OC)C=CC=C1 (2-(2-methoxyphenoxy)-1-(4-methoxyphenyl)ethan-1-ol). Reaction SMILES: [CH3:1][O:2][C:3]1[CH:8]=[CH:7][C:6]([CH:9]([OH:11])[CH3:10])=[CH:5][CH:4]=1.[CH3:12][O:13][C:14]1[CH:19]=[CH:18][CH:17]=[CH:16][C:15]=1[OH:20]>>[CH3:12][O:13][C:14]1[CH:19]=[CH:18][CH:17]=[CH:16][C:15]=1[O:20][CH2:10][CH:9]([C:6]1[CH:7]=[CH:8][C:3]([O:2][CH3:1])=[CH:4][CH:5]=1)[OH:11]. Procedure details: 2-(2-methoxyphenoxy)-1-(4-methoxyphenyl)ethan-1-ol (30 mg, 1.4×10−4 mol) and wet Raney Ni 4200 (25 mg, 4.2×10−4 mol, 100 mol %) is weighed into a reaction flask under argon. Degassed i-PrOH (5 mL) is added and the flask is capped with a rubber septa and the mixture is heated (80° C.). The reaction is run for 18 hours and the reaction mixture is cooled. Nickel was removed with a magnet. Concentration gave 25 mg of a reaction mixture which is, according to analysis by HNMR, is 1-(4-methoxyphenyl)e... The reactants are CN(C)c1nc(C(F)(F)F)ccc1C=CC(=O)O, Cl, CS(=O)(=O)Nc1c(F)cc(CN)cc1C#N, O=C(O)C=Cc1ccc(C(F)(F)F)nc1N1CCOCC1. Product: CN(C)c1nc(C(F)(F)F)ccc1C=CC(=O)NCc1cc(F)c(NS(C)(=O)=O)c(C#N)c1. Reaction SMILES: [CH3:18][N:19]([c:20]1[n:21][c:22]([C:31]([F:32])([F:33])[F:34])[cH:23][cH:24][c:25]1[CH:26]=[CH:27][C:28](=[O:29])[OH:30])[CH3:35].[ClH:17].[NH2:1][CH2:2][c:3]1[cH:4][c:5]([F:16])[c:6]([NH:11][S:12](=[O:13])(=[O:14])[CH3:15])[c:7]([C:9]#[N:10])[cH:8]1.[O:36]1[CH2:37][CH2:38][N:39]([c:40]2[c:41]([CH:42]=[CH:43][C:44]([OH:45])=[O:46])[cH:47][cH:48][c:49]([C:50]([F:51])([F:52])[F:53])[n:54]2)[CH2:55][CH2:56]1>>[NH:1]([CH2:2][c:3]1[cH:4][c:5]([F:16])[c:6]([NH:11][S:12](=[O:13])(=[O:14])[CH3:15])[c:7]([C:9]#[N:10])[cH:8]1)[C:28]([CH:27]=[CH:26][c:25]1[c:20]([N:19]([CH3:18])[CH3:35])[n:21][c:22]([C:31]([F:32])([F:33])[F:34])[cH:23][cH:24]1)=[O:29].